Dataset: the Open Reaction Database (ORD), a public repository of structured organic reaction records. Task: describe an organic reaction: reactants, conditions, products, and yield Reactants: CC(C)OC(=O)N1CCC(COc2ccc(Br)cc2)CC1, O=C([O-])[O-], COCCOC, [Na+], [Na+], O=S(=O)(c1ccc(B(O)O)cc1)N1CCOCC1, Cl[Pd]Cl, c1ccc(P(c2ccccc2)c2ccccc2)cc1, c1ccc(P(c2ccccc2)c2ccccc2)cc1. Yields the product CC(C)OC(=O)N1CCC(COc2ccc(-c3ccc(S(=O)(=O)N4CCOCC4)cc3)cc2)CC1. RXN SMILES: [Br:19][c:20]1[cH:21][cH:22][c:23]([O:26][CH2:27][CH:28]2[CH2:29][CH2:30][N:31]([C:34](=[O:35])[O:36][CH:37]([CH3:38])[CH3:39])[CH2:32][CH2:33]2)[cH:24][cH:25]1.[C:40](=[O:41])([O-:42])[O-:43].[CH3:87][O:88][CH2:89][CH2:90][O:91][CH3:92].[Na+:44].[Na+:45].[O:1]1[CH2:2][CH2:3][N:4]([S:7](=[O:8])(=[O:9])[c:10]2[cH:11][cH:12][c:13]([B:16]([OH:17])[OH:18])[cH:14][cH:15]2)[CH2:5][CH2:6]1.[Pd:46]([Cl:47])[Cl:48].[c:49]1([P:50]([c:51]2[cH:52][cH:53][cH:54][cH:55][cH:56]2)[c:57]2[cH:58][cH:59][cH:60][cH:61][cH:62]2)[cH:63][cH:64][cH:65][cH:66][cH:67]1.[c:68]1([P:69]([c:70]2[cH:71][cH:72][cH:73][cH:74][cH:75]2)[c:76]2[cH:77][cH:78][cH:79][cH:80][cH:81]2)[cH:82][cH:83][cH:84][cH:85][cH:86]1>>[O:1]1[CH2:2][CH2:3][N:4]([S:7](=[O:8])(=[O:9])[c:10]2[cH:11][cH:12][c:13](-[c:20]3[cH:21][cH:22][c:23]([O:26][CH2:27][CH:28]4[CH2:29][CH2:30][N:31]([C:34](=[O:35])[O:36][CH:37]([CH3:38])[CH3:39])[CH2:32][CH2:33]4)[cH:24][cH:25]3)[cH:14][cH:15]2)[CH2:5][CH2:6]1. Starting materials: [O-]C(=O)CCCCCCCCC.[Na+] (sodium caprate), sodium starch glycolate, C(CCCCCCCCCCC)(=O)[O-].[Na+] (sodium laurate), C([C@@H](O)[C@@H](O)[C@H](O)[C@H](O)CO)O (mannitol). Yields the product [O-]C(=O)CCCCCCCCC.C(CCCCCCCCCCC)(=O)[O-] (Caprate laurate). RXN SMILES: [O-:1][C:2]([CH2:4][CH2:5][CH2:6][CH2:7][CH2:8][CH2:9][CH2:10][CH2:11][CH3:12])=[O:3].[Na+].[C:14]([O-:27])(=[O:26])[CH2:15][CH2:16][CH2:17][CH2:18][CH2:19][CH2:20][CH2:21][CH2:22][CH2:23][CH2:24][CH3:25].[Na+].C(O)[C@H]([C@H]([C@@H]([C@@H](CO)O)O)O)O>>[O-:3][C:2]([CH2:4][CH2:5][CH2:6][CH2:7][CH2:8][CH2:9][CH2:10][CH2:11][CH3:12])=[O:1].[C:14]([O-:27])(=[O:26])[CH2:15][CH2:16][CH2:17][CH2:18][CH2:19][CH2:20][CH2:21][CH2:22][CH2:23][CH2:24][CH3:25] |f:0.1,2.3,5.6|. Procedure: Transfer approximately 58 mg of sodium caprate, 57 mg of sodium laurate, 286 mg mannitol, 30 mg of sodium starch glycolate, and 6 mg (protein) of Nobex-IN105 onto a piece of weigh paper and blend thoroughly. Transfer the blend to the press and compress at approximately 350 psi to form a tablet. Reactants: O=C([O-])[O-], CN(C)C=O, ClCc1ccc2ccccc2n1, Cl, CCOC(=O)CCc1cn(Cc2ccc(O)cc2)nc1-c1ccc(F)cc1, [K+], [K+], O. The product is CCOC(=O)CCc1cn(Cc2ccc(OCc3ccc4ccccc4n3)cc2)nc1-c1ccc(F)cc1. As a reaction SMILES: [C:41](=[O:42])([O-:43])[O-:44].[CH3:47][N:48]([CH3:49])[CH:50]=[O:51].[Cl:29][CH2:30][c:31]1[n:32][c:33]2[cH:34][cH:35][cH:36][cH:37][c:38]2[cH:39][cH:40]1.[ClH:28].[F:1][c:2]1[cH:3][cH:4][c:5](-[c:8]2[n:9][n:10]([CH2:20][c:21]3[cH:22][cH:23][c:24]([OH:27])[cH:25][cH:26]3)[cH:11][c:12]2[CH2:13][CH2:14][C:15](=[O:16])[O:17][CH2:18][CH3:19])[cH:6][cH:7]1.[K+:45].[K+:46].[OH2:52]>>[F:1][c:2]1[cH:3][cH:4][c:5](-[c:8]2[n:9][n:10]([CH2:20][c:21]3[cH:22][cH:23][c:24]([O:27][CH2:30][c:31]4[n:32][c:33]5[cH:34][cH:35][cH:36][cH:37][c:38]5[cH:39][cH:40]4)[cH:25][cH:26]3)[cH:11][c:12]2[CH2:13][CH2:14][C:15](=[O:16])[O:17][CH2:18][CH3:19])[cH:6][cH:7]1. Reactants: COC1=CC=C(CN2N=C(C=3C2=NC=CC3OC3=C(C=C(C=C3)N)F)C)C=C1 (4-(1-(4-methoxybenzyl)-3-methyl-1H-pyrazolo[3,4-b]pyridin-4-yloxy)-3-fluorobenzenamine), FC1=CC=C(C=C1)N1C(C(CC1)C(=O)O)=O (1-(4-fluorophenyl)-2-oxopyrrolidine-3-carboxylic acid). Product: FC=1C=C(C=CC1OC1=C2C(=NC=C1)NN=C2C)NC(=O)C2C(N(CC2)C2=CC=C(C=C2)F)=O (N-(3-fluoro-4-(3-methyl-1H-pyrazolo[3,4-b]pyridin-4-yloxy)phenyl)-1-(4-fluorophenyl)-2-oxopyrrolidine-3-carboxamide). RXN SMILES: COC1C=CC(C[N:8]2[C:12]3=[N:13][CH:14]=[CH:15][C:16]([O:17][C:18]4[CH:23]=[CH:22][C:21]([NH2:24])=[CH:20][C:19]=4[F:25])=[C:11]3[C:10]([CH3:26])=[N:9]2)=CC=1.[F:29][C:30]1[CH:35]=[CH:34][C:33]([N:36]2[CH2:40][CH2:39][CH:38]([C:41](O)=[O:42])[C:37]2=[O:44])=[CH:32][CH:31]=1>>[F:25][C:19]1[CH:20]=[C:21]([NH:24][C:41]([CH:38]2[CH2:39][CH2:40][N:36]([C:33]3[CH:34]=[CH:35][C:30]([F:29])=[CH:31][CH:32]=3)[C:37]2=[O:44])=[O:42])[CH:22]=[CH:23][C:18]=1[O:17][C:16]1[CH:15]=[CH:14][N:13]=[C:12]2[NH:8][N:9]=[C:10]([CH3:26])[C:11]=12. Reported procedure: Prepared by a 2-step process from 3-fluoro-4-(1-(4-methoxybenzyl)-3-methyl-1H-pyrazolo[3,4-b]pyridin-4-yloxy)aniline (prepared as in Example 5, Step D) and 1-(4-fluorophenyl)-2-oxopyrrolidine-3-carboxylic acid according to the procedure of Example 21, Steps A and B. The crude was purified by silica gel flash column chromatography (3% MeOH in CH2Cl2) to afford 4 mg (47% for 2-step process) of the desired product. LRMS (ESI pos) m/e 464.2 (M+1). 1H-NMR (400 MHz, CD3OD/CDCl3) δ 8.25 (d, 1H), 7.88 (... Reactants: C(C)(=O)OCCCCC(CO[N+](=O)[O-])O[N+](=O)[O-] (5,6-bis(nitrooxy)hexyl acetate), [OH-].[Na+] (sodium hydroxide). Solvent: C1CCOC1.CCO (THF EtOH). Run at time 2 hour. Product: [N+](=O)(OCC(CCCCO)O[N+](=O)[O-])[O-] (6-hydroxyhexane-1,2-diyl dinitrate). The yield is 92.6%. Reaction SMILES: C([O:4][CH2:5][CH2:6][CH2:7][CH2:8][CH:9]([O:15][N+:16]([O-:18])=[O:17])[CH2:10][O:11][N+:12]([O-:14])=[O:13])(=O)C.[OH-].[Na+]>C1COCC1.CCO>[N+:12]([O-:14])([O:11][CH2:10][CH:9]([O:15][N+:16]([O-:18])=[O:17])[CH2:8][CH2:7][CH2:6][CH2:5][OH:4])=[O:13] |f:1.2,3.4|. Procedure: To a solution of 5,6-bis(nitrooxy)hexyl acetate (31.3 g, 118 mmol) in THF-EtOH (1:1, 0.492 M) at 0° C., was added a solution of sodium hydroxide (2 N, 126 mL, 251 mmol, 2.1 equiv) dropwise over 5 min. The reaction was stirred at rt for 2 h. The reaction mixture was quenched with a saturated NaHCO3 solution and extracted 3 times with EA. The combined organic layers were washed with brine, dried over Na2SO4, filtered and evaporated. The product was purified by combi-flash 2×120 g silica gel cartri...